This data is from the Open Reaction Database (ORD), a public repository of structured organic reaction records. The task is: describe an organic reaction: reactants, conditions, products, and yield Starting materials: ClC=1C=C(C(=O)OC)C=CN1 (Methyl 2-chloroisonicotinate), C(C)(C)(C)C1=CC=C(C=C1)B(O)O (4-tert-butylphenylboronic acid), C([O-])([O-])=O.[K+].[K+] (potassium carbonate), Cl (Hydrogen chloride). The reagents and catalysts are Cl[Pd]Cl (PdCl2). The solvent is [Cl-].[Na+].O (brine), C(Cl)Cl (DCM), CO (methanol). Conditions: temperature 100 celsius. The product is Cl.C(C)(C)(C)C1=CC=C(C=C1)C=1C=C(C(=O)OC)C=CN1 (Methyl 2-(4-tert-butylphenyl)isonicotinate hydrochloride). The yield is 76.9%. Reaction SMILES: [Cl:1][C:2]1[CH:3]=[C:4]([CH:9]=[CH:10][N:11]=1)[C:5]([O:7][CH3:8])=[O:6].[C:12]([C:16]1[CH:21]=[CH:20][C:19](B(O)O)=[CH:18][CH:17]=1)([CH3:15])([CH3:14])[CH3:13].C(=O)([O-])[O-].[K+].[K+].Cl>CO.[Cl-].[Na+].O.Cl[Pd]Cl.C(Cl)Cl>[ClH:1].[C:12]([C:16]1[CH:21]=[CH:20][C:19]([C:2]2[CH:3]=[C:4]([CH:9]=[CH:10][N:11]=2)[C:5]([O:7][CH3:8])=[O:6])=[CH:18][CH:17]=1)([CH3:15])([CH3:14])[CH3:13] |f:2.3.4,7.8.9,12.13|. Reported procedure: Methyl 2-chloroisonicotinate (7 g, 40.80 mmol), 4-tert-butylphenylboronic acid (10 g, 56.17 mmol), potassium carbonate (3.5 g, 25.32 mmol) and PdCl2 (dppf) (0.9 g, 1.24 mmol) were mixed in methanol (30 mL) in two equal portions in 20 mL microwave vials. The vials were capped and heated at 100° C. for 10 min in a single node microwave reactor. The solids were removed by filtration and the filtrate evaporated to yield a dark red slurry. DCM and brine were added and the phases separated. The water ... Starting materials: CCO (EtOH), BrC=1C(=NC=C(C(=O)NC2=CC=C(C=C2)OC(F)(F)F)C1)N(C)CCCN(C)C (5-bromo-6-((3-(dimethylamino)propyl)(methyl)amino)-N-(4-(trifluoromethoxy)phenyl)nicotinamide), N1=CC(=CC=C1)B(O)O (pyridin-3-ylboronic acid), C(=O)([O-])[O-].[Na+].[Na+] (Na2CO3), N1=CC(=CC=C1)B(O)O (pyridin-3-ylboronic acid), C(=O)([O-])[O-].[Na+].[Na+] (Na2CO3). The reagents and catalysts are Cl[Pd]([P](C1=CC=CC=C1)(C2=CC=CC=C2)C3=CC=CC=C3)([P](C4=CC=CC=C4)(C5=CC=CC=C5)C6=CC=CC=C6)Cl (Pd(PPh3)2Cl2). Run in COCCOC (DME), O (water). Conditions: temperature 125 celsius, time 30 minute. Product: CN(CCCN(C1=NC=C(C=C1C=1C=NC=CC1)C(=O)NC1=CC=C(C=C1)OC(F)(F)F)C)C (2-((3-(Dimethylamino)propyl)(methyl)amino)-N-(4-(trifluoromethoxy)phenyl)-[3,3′-bipyridine]-5-carboxamide). As a reaction SMILES: Br[C:2]1[C:3]([N:22]([CH2:24][CH2:25][CH2:26][N:27]([CH3:29])[CH3:28])[CH3:23])=[N:4][CH:5]=[C:6]([CH:21]=1)[C:7]([NH:9][C:10]1[CH:15]=[CH:14][C:13]([O:16][C:17]([F:20])([F:19])[F:18])=[CH:12][CH:11]=1)=[O:8].[N:30]1[CH:35]=[CH:34][CH:33]=[C:32](B(O)O)[CH:31]=1.C([O-])([O-])=O.[Na+].[Na+].CCO>COCCOC.Cl[Pd](Cl)([P](C1C=CC=CC=1)(C1C=CC=CC=1)C1C=CC=CC=1)[P](C1C=CC=CC=1)(C1C=CC=CC=1)C1C=CC=CC=1.O>[CH3:28][N:27]([CH3:29])[CH2:26][CH2:25][CH2:24][N:22]([CH3:23])[C:3]1[C:2]([C:32]2[CH:31]=[N:30][CH:35]=[CH:34][CH:33]=2)=[CH:21][C:6]([C:7]([NH:9][C:10]2[CH:15]=[CH:14][C:13]([O:16][C:17]([F:20])([F:19])[F:18])=[CH:12][CH:11]=2)=[O:8])=[CH:5][N:4]=1 |f:2.3.4,^1:56,75|. Procedure details: A mixture of 5-bromo-6-((3-(dimethylamino)propyl)(methyl)amino)-N-(4-(trifluoromethoxy)phenyl)nicotinamide (Stage 165.1, 88 mg, 0.185 mmol), pyridin-3-ylboronic acid (22.7 mg, 0.185 mmol) and Na2CO3 (59 mg, 0.555 mmol) in a mixture of DME (4.0 mL), EtOH (0.54 mL) and water (0.80 mL) was flushed with argon for 5 min. Pd(PPh3)2Cl2 was added (6.5 mg, 0.0093 mmol) and the mixture was subjected to MW irradiation at 125° C. (MW irradiation) for 30 min. Additional pyridin-3-ylboronic acid (22.7 mg, 0.1...